This data is from the Open Reaction Database (ORD), a public repository of structured organic reaction records. The task is: describe an organic reaction: reactants, conditions, products, and yield The reactants are C(C)N(CC)CC1=C(C(=C2C(=N1)SC=1CNCCC12)C1=CC(=C(C=C1)OC)OC)C(=O)OCC (ethyl 2-(N,N-diethylaminomethyl)-4-(3,4-dimethoxyphenyl)-5,6,7,8-tetrahydrothieno-[2,3-b:5,4-c']dipyridine-3-carboxylate), C(OCC)(=O)Cl (ethyl chlorocarbonate), C([O-])([O-])=O.[K+].[K+] (potassium carbonate), O1CCCC1 (tetrahydrofuran). Run in O (water). Run at time 3 hour. Yields the product C(C)N(CC)CC1=C(C(=C2C(=N1)SC=1CN(CCC12)C(=O)OCC)C1=CC(=C(C=C1)OC)OC)C(=O)OCC (ethyl 2-(N,N-diethylaminomethyl)-4-(3,4-dimethoxyphenyl)-7-ethoxycarbonyl-5,6,7,8-tetrahydrothieno[2,3-b:5,4-c']dipyridine-3-carboxylate). The yield is 69.2%. RXN SMILES: [CH2:1]([N:3]([CH2:6][C:7]1[N:12]=[C:11]2[S:13][C:14]3[CH2:15][NH:16][CH2:17][CH2:18][C:19]=3[C:10]2=[C:9]([C:20]2[CH:25]=[CH:24][C:23]([O:26][CH3:27])=[C:22]([O:28][CH3:29])[CH:21]=2)[C:8]=1[C:30]([O:32][CH2:33][CH3:34])=[O:31])[CH2:4][CH3:5])[CH3:2].[C:35](Cl)(=[O:39])[O:36][CH2:37][CH3:38].C(=O)([O-])[O-].[K+].[K+].O1CCCC1>O>[CH2:4]([N:3]([CH2:6][C:7]1[N:12]=[C:11]2[S:13][C:14]3[CH2:15][N:16]([C:35]([O:36][CH2:37][CH3:38])=[O:39])[CH2:17][CH2:18][C:19]=3[C:10]2=[C:9]([C:20]2[CH:25]=[CH:24][C:23]([O:26][CH3:27])=[C:22]([O:28][CH3:29])[CH:21]=2)[C:8]=1[C:30]([O:32][CH2:33][CH3:34])=[O:31])[CH2:1][CH3:2])[CH3:5] |f:2.3.4|. Procedure details: A mixture of the compound obtained in Example 5A (1.12 g), ethyl chlorocarbonate (0.35 g), potassium carbonate (0.47 g) and tetrahydrofuran (20 ml) was stirred at room temperature for 3 hours. The reaction mixture was poured over water and extracted with ethyl acetate; the ethyl acetate layer was washed with water and dried (MgSO4), after which the solvent was distilled off. The residue was subjected to silica gel column chromatography and eluted with ethyl acetate-hexane (1:1, v/v) to yield eth... Starting materials: C(#N)[BH3-].[Na+] (sodium cyanoborohydride), CC=1N(C=CN1)C1=CC=C(C=C1)NC=1N=C(C2=C(N1)CCNC2)NC[C@@H]2OCCC2 ((R)-N2-(4-(2-Methyl-1H-imidazol-1-yl)phenyl)-N4-((tetrahydrofuran-2-yl)methyl)-5,6,7,8-tetrahydropyrido[4,3-d]pyrimidine-2,4-diamine), C=O (formaldehyde), C(C)(=O)O (Acetic acid). Run in CO (methanol). Conditions: time 1 hour. Product: CN1CC2=C(N=C(N=C2NC[C@@H]2OCCC2)NC2=CC=C(C=C2)N2C(=NC=C2)C)CC1 ((R)-6-methyl-N2-(4-(2-methyl-1H-imidazol-1-yl)phenyl)-N4-((tetrahydrofuran-2-yl)methyl)-5,6,7,8-tetrahydropyrido[4,3-d]pyrimidine-2,4-diamine). The yield is 31.8%. Reaction SMILES: [CH3:1][C:2]1[N:3]([C:7]2[CH:12]=[CH:11][C:10]([NH:13][C:14]3[N:15]=[C:16]([NH:24][CH2:25][C@H:26]4[CH2:30][CH2:29][CH2:28][O:27]4)[C:17]4[CH2:23][NH:22][CH2:21][CH2:20][C:18]=4[N:19]=3)=[CH:9][CH:8]=2)[CH:4]=[CH:5][N:6]=1.[C:31](O)(=O)C.C=O.C([BH3-])#N.[Na+]>CO>[CH3:31][N:22]1[CH2:21][CH2:20][C:18]2[N:19]=[C:14]([NH:13][C:10]3[CH:9]=[CH:8][C:7]([N:3]4[CH:4]=[CH:5][N:6]=[C:2]4[CH3:1])=[CH:12][CH:11]=3)[N:15]=[C:16]([NH:24][CH2:25][C@H:26]3[CH2:30][CH2:29][CH2:28][O:27]3)[C:17]=2[CH2:23]1 |f:3.4|. Procedure: (R)-N2-(4-(2-Methyl-1H-imidazol-1-yl)phenyl)-N4-((tetrahydrofuran-2-yl)methyl)-5,6,7,8-tetrahydropyrido[4,3-d]pyrimidine-2,4-diamine (56 mg, 0.14 mmol) was dissolved in methanol (3 mL). Acetic acid (7.91 μL, 0.14 mmol) was added followed by formaldehyde (10.28 μL, 0.14 mmol) and sodium cyanoborohydride (8.68 mg, 0.14 mmol). The reaction mixture was stirred at room temperature for 1 h and the solvent was evaporated under reduced pressure. The crude was purified by preparative HPLC yielding (R)-6-... Reactants: O=C(Cl)C(=O)Cl, ClCCl, NC(=O)c1ccc(Cl)cc1Cl. Product: O=C=NC(=O)c1ccc(Cl)cc1Cl. RXN SMILES: [Cl:12][C:13](=[O:14])[C:15]([Cl:16])=[O:17].[Cl:18][CH2:19][Cl:20].[Cl:1][c:2]1[c:3]([C:4](=[O:5])[NH2:6])[cH:7][cH:8][c:9]([Cl:11])[cH:10]1>>[Cl:1][c:2]1[c:3]([C:4](=[O:5])[N:6]=[C:13]=[O:14])[cH:7][cH:8][c:9]([Cl:11])[cH:10]1. The reactants are [N+](=O)([O-])C1=C(CN2C(OC(CC2)C2=CC=CC=C2)=O)C=CC=C1 (3-(2-Nitrobenzyl)-6-phenyl-[1,3]-oxazinan-2-one), [Cl-].[NH4+] (ammonium chloride), O (water). The reagents and catalysts are [Fe] (iron). Solvent: C(C)O (ethanol). The product is NC1=C(CN2C(OC(CC2)C2=CC=CC=C2)=O)C=CC=C1 (3-(2-aminobenzyl)-6-phenyl-[1,3]-oxazinan-2-one). The yield is 99.3%. RXN SMILES: [N+:1]([C:4]1[CH:23]=[CH:22][CH:21]=[CH:20][C:5]=1[CH2:6][N:7]1[CH2:12][CH2:11][CH:10]([C:13]2[CH:18]=[CH:17][CH:16]=[CH:15][CH:14]=2)[O:9][C:8]1=[O:19])([O-])=O.[Cl-].[NH4+].O>C(O)C.[Fe]>[NH2:1][C:4]1[CH:23]=[CH:22][CH:21]=[CH:20][C:5]=1[CH2:6][N:7]1[CH2:12][CH2:11][CH:10]([C:13]2[CH:18]=[CH:17][CH:16]=[CH:15][CH:14]=2)[O:9][C:8]1=[O:19] |f:1.2|. Reported procedure: 3-(2-Nitrobenzyl)-6-phenyl-[1,3]-oxazinan-2-one (1.59 g, 5.10 mmol), iron powder (1.42 g, 25.4 mmol), ammonium chloride (0.14 g, 2.62 mmol) were suspended in ethanol (30 ml) and water (15 ml) and heated to reflux for 1.5 hours. After cooling to room temperature, the reaction mixture was filtered with suction and extracted with ethyl acetate. The organic layer was washed with a saturated brine and then dried over anhydrous sodium sulfate, and 3-(2-aminobenzyl)-6-phenyl-[1,3]-oxazinan-2-one (1.43 ...